This data is from the Open Reaction Database (ORD), a public repository of structured organic reaction records. The task is: describe an organic reaction: reactants, conditions, products, and yield Starting materials: C1CCOC1, CNC, O=C(CCl)NCc1cccc2c1CN(C1CCC(=O)NC1=O)C2=O, CN(C)C=O. The product is CN(C)CC(=O)NCc1cccc2c1CN(C1CCC(=O)NC1=O)C2=O, Cl. Reaction SMILES: [CH2:4]1[O:5][CH2:6][CH2:7][CH2:8]1.[CH3:1][NH:2][CH3:3].[Cl:9][CH2:10][C:11](=[O:12])[NH:13][CH2:14][c:15]1[c:16]2[c:20]([cH:21][cH:22][cH:23]1)[C:19](=[O:24])[N:18]([CH:25]1[C:26](=[O:32])[NH:27][C:28](=[O:31])[CH2:29][CH2:30]1)[CH2:17]2.[O:33]=[CH:34][N:35]([CH3:36])[CH3:37]>>[CH3:1][N:2]([CH3:3])[CH2:10][C:11](=[O:12])[NH:13][CH2:14][c:15]1[c:16]2[c:20]([cH:21][cH:22][cH:23]1)[C:19](=[O:24])[N:18]([CH:25]1[C:26](=[O:32])[NH:27][C:28](=[O:31])[CH2:29][CH2:30]1)[CH2:17]2.[ClH:9]. The reactants are C(#N)C=1C=C2CC(NC2=CC1)=O (5-cyanooxindole), ClC1=CC=C(C=N1)S(=O)(=O)N1CCN(CC1)C(C)C (1-[(6-chloropyridin-3-yl)sulfonyl]-4-isopropylpiperazine). Yields the product Cl.OC=1NC2=CC=C(C=C2C1C1=NC=C(C=C1)S(=O)(=O)N1CCN(CC1)C(C)C)C#N (2-Hydroxy-3-{5-[(4-isopropylpiperazin-1-yl)sulfonyl]pyridin-2-yl}-1H-indole-5-carbonitrile hydrochloride). Isolated yield 30.0%. As a reaction SMILES: [C:1]([C:3]1[CH:4]=[C:5]2[C:9](=[CH:10][CH:11]=1)[NH:8][C:7](=[O:12])[CH2:6]2)#[N:2].[Cl:13][C:14]1[N:19]=[CH:18][C:17]([S:20]([N:23]2[CH2:28][CH2:27][N:26]([CH:29]([CH3:31])[CH3:30])[CH2:25][CH2:24]2)(=[O:22])=[O:21])=[CH:16][CH:15]=1>>[ClH:13].[OH:12][C:7]1[NH:8][C:9]2[C:5]([C:6]=1[C:14]1[CH:15]=[CH:16][C:17]([S:20]([N:23]3[CH2:28][CH2:27][N:26]([CH:29]([CH3:31])[CH3:30])[CH2:25][CH2:24]3)(=[O:22])=[O:21])=[CH:18][N:19]=1)=[CH:4][C:3]([C:1]#[N:2])=[CH:11][CH:10]=2 |f:2.3|. Procedure details: The title compound was prepared as described for Example 82 using 5-cyanooxindole and 1-[(6-chloropyridin-3-yl)sulfonyl]-4-isopropylpiperazine. Yield: 30% of the title compound as a yellow solid; 1H NMR (DMSO-d6, 400 MHz) δ 11.56 (br s, 1 H), 10.68 (br s, 1 H), 8.57 (br s, 1 H), 8.02 (s, 1 H), 7.93-7.81 (m, 1 H), 7.74 (dd, J=9, 2 Hz, 1 H), 7.42 (dd, J=8, 1 Hz, 1 H), 7.06 (d, J=8 Hz, 1 H) 3.82-3.71 (m, 2 H), 3.58-3.31 (m, 3 H), 3.24-1.82 (m, 4 H), 1.24 (d, J=7 Hz, 6 H); MS (ES) m/z 304 (M++1). The reactants are sugars, saccharides, C([C@@H]1[C@H]([C@@H]([C@H]([C@H](O1)O[C@@H]2[C@H](O[C@H]([C@@H]([C@H]2O)O)O)CO)O)O)O)O (maltose), C([C@H](C=O)O)O (triose). Yields the product OCC(=O)[C@@H](O)[C@H](O)[C@H](O)CO (fructose). Reaction SMILES: [CH2:1]([OH:23])[C@H:2]1[O:7][C@H:6]([O:8][C@H]2[C@H](O)[C@@H](O)[C@H](O)O[C@@H]2CO)[C@H:5]([OH:20])[C@@H:4]([OH:21])[C@@H:3]1[OH:22].C(O)[C@@H](O)C=O>>[OH:23][CH2:1][C:2]([C@H:3]([C@@H:4]([C@@H:5]([CH2:6][OH:8])[OH:20])[OH:21])[OH:22])=[O:7]. Procedure details: Operating the system in accordance with the conditions set forth in Table 1 results in a 97% recovery of dextrose in the raffinate stream and 87% recovery of fructose in the extract stream. The higher sugars, which include maltose, triose and higher saccharides, are also concentrated in the raffinate stream as compared to the extract stream. The extract stream is readily concentrated in suitable evaporators to provide a high fructose syrup having a dry solids (ds) of 77 percent, and a fructose c... Starting materials: C(C)(C)(C)N=NC1(CCCCC1)N=C=S (1-t-butylazo-1-isothiocyanatocyclohexane), product, aqueous solution, C(C)(C)(C)NN (t-butylhydrazine). Solvent: CCCCC (pentane), CCCCC (Pentane). The product is C(C)(C)(C)N=NC1(CCCCC1)NC(NNC(C)(C)C)=S (4-[1-(t-Butylazo)cyclohexyl]-1-(t-Butyl)thiosemicarbazide). Reaction SMILES: [C:1]([N:5]=[N:6][C:7]1([N:13]=[C:14]=[S:15])[CH2:12][CH2:11][CH2:10][CH2:9][CH2:8]1)([CH3:4])([CH3:3])[CH3:2].[C:16]([NH:20][NH2:21])([CH3:19])([CH3:18])[CH3:17]>CCCCC>[C:1]([N:5]=[N:6][C:7]1([NH:13][C:14](=[S:15])[NH:21][NH:20][C:16]([CH3:19])([CH3:18])[CH3:17])[CH2:8][CH2:9][CH2:10][CH2:11][CH2:12]1)([CH3:4])([CH3:2])[CH3:3]. Procedure: To 8.7 grams (.0376 moles) of 1-t-butylazo-1-isothiocyanatocyclohexane cooled to 5° C. and stirred with a magnetic stirrer in a 50 ml erlenmeyer flask was added dropwise 4.36 grams (.0376 moles) of a 76% aqueous solution of t-butylhydrazine. The reaction was very exothermic and rapid and was complete almost immediately after the addition was complete. Pentane was added to slurry up the solids and the mixture stirred for 1 hour at room temperature. The pentane was stripped from the reaction mixtu...